Dataset: the Open Reaction Database (ORD), a public repository of structured organic reaction records. Task: describe an organic reaction: reactants, conditions, products, and yield The reactants are CCS(=O)(=O)c1ccc(Oc2ccc(NC(=O)c3ccccn3)c(C(=O)OC)c2)cc1, [K+], O=[N+]([O-])[O-], O=C(O)C(F)(F)F. The product is CCS(=O)(=O)c1ccc(Oc2cc(C(=O)OC)c(NC(=O)c3ccccn3)c([N+](=O)[O-])c2)cc1. RXN SMILES: [CH2:1]([CH3:2])[S:3](=[O:4])(=[O:5])[c:6]1[cH:7][cH:8][c:9]([O:10][c:11]2[cH:12][cH:13][c:14]([NH:21][C:22](=[O:23])[c:24]3[n:25][cH:26][cH:27][cH:28][cH:29]3)[c:15]([C:16](=[O:17])[O:18][CH3:19])[cH:20]2)[cH:30][cH:31]1.[K+:32].[O-:33][N+:34]([O-:35])=[O:36].[OH:37][C:38]([C:39]([F:40])([F:41])[F:42])=[O:43]>>[CH2:1]([CH3:2])[S:3](=[O:4])(=[O:5])[c:6]1[cH:7][cH:8][c:9]([O:10][c:11]2[cH:12][c:13]([N+:34](=[O:33])[O-:35])[c:14]([NH:21][C:22](=[O:23])[c:24]3[n:25][cH:26][cH:27][cH:28][cH:29]3)[c:15]([C:16](=[O:17])[O:18][CH3:19])[cH:20]2)[cH:30][cH:31]1. Starting materials: C(C)(C)OC(C)C (diisopropyl ether), FC(C(=O)O)(F)F (Trifluoroacetic acid), Cl.Cl.Cl.NC1=NC(=NS1)C(C(=O)N[C@H]1[C@@H]2N(C(=C(CS2)C[N+]=2N(C(=CC2)N)C)C(=O)[O-])C1=O)=NOC(C)(C)C(=O)OC(C)(C)C (7β-[2-(5-amino-1,2,4-thiadiazol-3-yl)-2-(1-tert-butoxycarbonyl-1-methylethoxyimino)acetamido]-3-(3-amino-2-methyl-1-pyrazolio)methyl-3-cephem-4-carboxylate trihydrochloride), C1(=CC=CC=C1)OC (anisole). Solvent: C(Cl)Cl (methylene chloride). Reaction conditions: time 4 hour. Yields the product NC1=NC(=NS1)C(C(=O)N[C@H]1[C@@H]2N(C(=C(CS2)C[N+]=2N(C(=CC2)N)C)C(=O)[O-])C1=O)=NOC(C)(C)C(=O)O (7β-[2-(5-amino-1,2,4-thiadiazol-3-yl)-2-(1-carboxy-1-methylethoxyimino)acetamido]-3-(3-amino-2-methyl-1-pyrazolio)methyl-3-cephem-4-carboxylate). Isolated yield 20.2%. RXN SMILES: FC(F)(F)C(O)=O.Cl.Cl.Cl.[NH2:11][C:12]1[S:16][N:15]=[C:14]([C:17](=[N:41][O:42][C:43]([C:46]([O:48]C(C)(C)C)=[O:47])([CH3:45])[CH3:44])[C:18]([NH:20][C@@H:21]2[C:39](=[O:40])[N:23]3[C:24]([C:36]([O-:38])=[O:37])=[C:25]([CH2:28][N+:29]4[N:30]([CH3:35])[C:31]([NH2:34])=[CH:32][CH:33]=4)[CH2:26][S:27][C@H:22]23)=[O:19])[N:13]=1.C1(OC)C=CC=CC=1.C(OC(C)C)(C)C>C(Cl)Cl>[NH2:11][C:12]1[S:16][N:15]=[C:14]([C:17](=[N:41][O:42][C:43]([C:46]([OH:48])=[O:47])([CH3:44])[CH3:45])[C:18]([NH:20][C@@H:21]2[C:39](=[O:40])[N:23]3[C:24]([C:36]([O-:38])=[O:37])=[C:25]([CH2:28][N+:29]4[N:30]([CH3:35])[C:31]([NH2:34])=[CH:32][CH:33]=4)[CH2:26][S:27][C@H:22]23)=[O:19])[N:13]=1 |f:1.2.3.4|. Procedure details: Trifluoroacetic acid (7 ml) was added dropwise to a suspension of 7β-[2-(5-amino-1,2,4-thiadiazol-3-yl)-2-(1-tert-butoxycarbonyl-1-methylethoxyimino)acetamido]-3-(3-amino-2-methyl-1-pyrazolio)methyl-3-cephem-4-carboxylate trihydrochloride (3.3 g) and anisole (3.5 ml) in methylene chloride (10 ml) at ambient temperature. After being stirred at the same temperature for 4 hours, the mixture was poured into diisopropyl ether (300 ml), and the resulting precipitate was collected by filtration. The pr... As a reaction SMILES: [CH:1]1([S:4]([C:7]2[CH:12]=[CH:11][C:10]([CH:13]([CH2:33][CH:34]3[CH2:39][CH2:38][O:37][CH2:36][CH2:35]3)[C:14](=O)[CH2:15][CH2:16][C:17]([C:19]3[S:20][C:21]([C:24]([OH:31])([CH3:30])[CH:25]([O:28][CH3:29])[O:26][CH3:27])=[CH:22][N:23]=3)=O)=[CH:9][CH:8]=2)(=[O:6])=[O:5])[CH2:3][CH2:2]1.C([O-])(=O)C.[NH4+:44].[OH-].[Na+]>C(O)(=O)C>[CH:1]1([S:4]([C:7]2[CH:12]=[CH:11][C:10]([CH:13]([C:14]3[NH:44][C:17]([C:19]4[S:20][C:21]([C:24]([OH:31])([CH3:30])[CH:25]([O:28][CH3:29])[O:26][CH3:27])=[CH:22][N:23]=4)=[CH:16][CH:15]=3)[CH2:33][CH:34]3[CH2:39][CH2:38][O:37][CH2:36][CH2:35]3)=[CH:9][CH:8]=2)(=[O:5])=[O:6])[CH2:3][CH2:2]1 |f:1.2,3.4|. Procedure details: A mixture of 5-[4-(cyclopropylsulfonyl)phenyl]-1-[5-(1-hydroxy-2,2-dimethoxy-1-methylethyl)-1,3-thiazol-2-yl]-6-(tetrahydro-2H-pyran-4-yl)hexane-1,4-dione (1.14 g), ammonium acetate (0.76) and acetic acid (8 mL) was stirred at 100° C. for 1 hr. The reaction mixture was neutralized with 8M aqueous sodium hydroxide solution, and extracted with ethyl acetate. The ethyl acetate layer was washed with saturated aqueous sodium hydrogen carbonate and saturated brine, dried (MgSO4) and concentrated. The ... Yield: 50.0%. Yields the product C1(CC1)S(=O)(=O)C1=CC=C(C=C1)C(CC1CCOCC1)C1=CC=C(N1)C=1SC(=CN1)C(C(OC)OC)(C)O (2-[2-(5-{1-[4-(cyclopropylsulfonyl)phenyl]-2-(tetrahydro-2H-pyran-4-yl)ethyl}-1H-pyrrol-2-yl)-1,3-thiazol-5-yl]-1,1-dimethoxypropan-2-ol). The solvent is C(C)(=O)O (acetic acid). The reactants are C1(CC1)S(=O)(=O)C1=CC=C(C=C1)C(C(CCC(=O)C=1SC(=CN1)C(C(OC)OC)(C)O)=O)CC1CCOCC1 (5-[4-(cyclopropylsulfonyl)phenyl]-1-[5-(1-hydroxy-2,2-dimethoxy-1-methylethyl)-1,3-thiazol-2-yl]-6-(tetrahydro-2H-pyran-4-yl)hexane-1,4-dione), C(C)(=O)[O-].[NH4+] (ammonium acetate), [OH-].[Na+] (sodium hydroxide). Run at temperature 100 celsius, time 1 hour. Starting materials: C1(=C(C=CC=C1)N)N (o-phenylenediamine), N1C(=O)NC(=O)C(=O)C1=O (alloxan), amide. The solvent is O (water). Reaction conditions: time 5 hour. Yields the product C=1C=CC=2C(C1)=NC3=C(N2)NC(=O)NC3=O (Alloxazine). As a reaction SMILES: [C:1]1([NH2:8])[CH:6]=[CH:5][CH:4]=[CH:3][C:2]=1[NH2:7].[NH:9]1[C:17](=O)[C:15](=O)[C:13](=[O:14])[NH:12][C:10]1=[O:11]>O>[CH:4]1[CH:5]=[CH:6][C:1]2[C:2](=[N:7][C:15]3[C:13](=[O:14])[NH:12][C:10](=[O:11])[NH:9][C:17]=3[N:8]=2)[CH:3]=1. Procedure: There was charged 800 ml of water into an Erlenmeyer flask, then 3.5 g (30 mmoles) of o-phenylenediamine and 5.0 g (30 mmoles) of alloxan were added thereto, and the mixture was stirred at room temperature in a nitrogen atmosphere for about 5 hours. The obtained reaction mixture was cooled with ice for 3 hours, then the formed yellow precipitate was filtered off, and washed in ethanol and ether (50 ml, twice). This precipitate was recrystallized from an aqueous dimethylformamide solution to give... Starting materials: C1(=CC=C(C=C1)CC=O)C (p-tolyl-acetaldehyde), O=P(Cl)(Cl)Cl (POCl3), CN(C)C=O (DMF), Na, C(C)OC(CS)=O (ethyl-2-mercaptoacetate). Solvent: C(C)O (ethanol), O (water). Run at time 2 hour. Product: C(C)OC(=O)C=1SC=C(C1)C1=CC=C(C=C1)C (4-p-tolyl-thiopene-2-carboxylic acid ethyl ester). As a reaction SMILES: [C:1]1([CH3:10])[CH:6]=[CH:5][C:4]([CH2:7][CH:8]=O)=[CH:3][CH:2]=1.O=P(Cl)(Cl)Cl.[CH3:16]N(C=O)C.[CH2:21]([O:23][C:24](=[O:27])[CH2:25][SH:26])[CH3:22]>C(O)C.O>[CH2:21]([O:23][C:24]([C:25]1[S:26][CH:8]=[C:7]([C:4]2[CH:5]=[CH:6][C:1]([CH3:10])=[CH:2][CH:3]=2)[CH:16]=1)=[O:27])[CH3:22]. Reported procedure: At 10° C., p-tolyl-acetaldehyde (11.0 g, 82 mmol) is added to a mixture of POCl3 (20 mL, 230 mmol) and DMF (20 mL). The mixture is stirred at rt for 2 h before the reaction is quenched by adding water/ice and NaOAc and extracted with DCM (2×200 mL). The solvent of the organic extract is evaporated and the product is purified by CC on silica gel eluting with heptane:EA 9:1. The resulting oil (1.95 g) is dissolved in ethanol (5 mL) and then added dropwise to a freshly prepared solution of Na (370 ... Reactants: C(C)NC(=O)NC1=CC=C(C=C1)C=1N=C(C2=C(N1)CNCC2)N2[C@H](COCC2)C ((S)-1-ethyl-3-(4-(4-(3-methylmorpholino)-5,6,7,8-tetrahydropyrido[3,4-d]pyrimidin-2-yl)phenyl)urea), C(=O)O (formic acid). The product is C(C)NC(=O)NC1=CC=C(C=C1)C=1N=C(C2=C(N1)CN(CC2)C=O)N2[C@H](COCC2)C ((S)-1-ethyl-3-(4-(7-formyl-4-(3-methylmorpholino)-5,6,7,8-tetrahydropyrido[3,4-d]pyrimidin-2-yl)phenyl)urea). RXN SMILES: [CH2:1]([NH:3][C:4]([NH:6][C:7]1[CH:12]=[CH:11][C:10]([C:13]2[N:14]=[C:15]([N:23]3[CH2:28][CH2:27][O:26][CH2:25][C@@H:24]3[CH3:29])[C:16]3[CH2:22][CH2:21][NH:20][CH2:19][C:17]=3[N:18]=2)=[CH:9][CH:8]=1)=[O:5])[CH3:2].[CH:30](O)=[O:31]>>[CH2:1]([NH:3][C:4]([NH:6][C:7]1[CH:8]=[CH:9][C:10]([C:13]2[N:14]=[C:15]([N:23]3[CH2:28][CH2:27][O:26][CH2:25][C@@H:24]3[CH3:29])[C:16]3[CH2:22][CH2:21][N:20]([CH:30]=[O:31])[CH2:19][C:17]=3[N:18]=2)=[CH:11][CH:12]=1)=[O:5])[CH3:2]. Procedure details: Compound dx was prepared according to the procedure described in Example 213 by reacting (S)-1-ethyl-3-(4-(4-(3-methylmorpholino)-5,6,7,8-tetrahydropyrido[3,4-d]pyrimidin-2-yl)phenyl)urea with formic acid. LC-MS: m/z=+425 (M+H)+. Starting materials: C(C)(=O)SCC(C(=O)NC=1C=C(C(=O)OCCBr)C=CC1)CC1=CC=CC=C1 (2-Bromoethyl 3-[(2-acetylthiomethyl-3-phenylpropionyl)amino]benzoate), compound, N1=CC(=CC=C1)C(=O)N (3-pyridinecarboxamide). Solvent: CO (methanol). Product: C(C)(=O)SCC(C(=O)NC=1C=C(C(=O)OCCO)C=CC1)CC1=CC=CC=C1 (2-hydroxyethyl 3-[(2-acetylthiomethyl-3-phenylpropionyl)amino]benzoate). The yield is 55.1%. RXN SMILES: [C:1]([S:4][CH2:5][CH:6]([CH2:22][C:23]1[CH:28]=[CH:27][CH:26]=[CH:25][CH:24]=1)[C:7]([NH:9][C:10]1[CH:11]=[C:12]([CH:19]=[CH:20][CH:21]=1)[C:13]([O:15][CH2:16][CH2:17]Br)=[O:14])=[O:8])(=[O:3])[CH3:2].N1C=CC=C(C(N)=[O:36])C=1>CO>[C:1]([S:4][CH2:5][CH:6]([CH2:22][C:23]1[CH:28]=[CH:27][CH:26]=[CH:25][CH:24]=1)[C:7]([NH:9][C:10]1[CH:11]=[C:12]([CH:19]=[CH:20][CH:21]=1)[C:13]([O:15][CH2:16][CH2:17][OH:36])=[O:14])=[O:8])(=[O:3])[CH3:2]. Reported procedure: 2-Bromoethyl 3-[(2-acetylthiomethyl-3-phenylpropionyl)amino]benzoate (compound of Example 123) (0.63 g) and 3-pyridinecarboxamide (0.17 g) are dissolved in methanol (10 ml), and the mixture is refluxed overnight. Methanol is distilled off under reduced pressure, and the residue is dissolved in ethyl acetate, washed with water and dried over anhydrous magnesium sulfate. Ethyl acetate is distilled off under reduced pressure. The residue is purified by a medium pressure column chromatography with s... Reactants: O (water), NC(CO)C1=CC=CC=C1 (rac-2-amino-2-phenylethanol), [NH+]1=CC=CC=C1 (pyridinium), FC(C(=O)C)(F)F (1,1,1-trifluoroacetone). Solvent: C1(=CC=CC=C1)C (toluene). Conditions: temperature 0 celsius, time 16 hour. The product is CC1(OCC(N1)C1=CC=CC=C1)C(F)(F)F (2-Methyl-4-phenyl-2-(trifluoromethyl)-1,3-oxazolidine). RXN SMILES: [NH2:1][CH:2]([C:5]1[CH:10]=[CH:9][CH:8]=[CH:7][CH:6]=1)[CH2:3][OH:4].[NH+]1C=CC=CC=1.[F:17][C:18]([F:23])([F:22])[C:19]([CH3:21])=O.O>C1(C)C=CC=CC=1>[CH3:21][C:19]1([C:18]([F:23])([F:22])[F:17])[NH:1][CH:2]([C:5]2[CH:10]=[CH:9][CH:8]=[CH:7][CH:6]=2)[CH2:3][O:4]1. Procedure: 45 g (328.0 mmol) of rac-2-amino-2-phenylethanol and 8.24 g (32.8 mmol) of pyridinium p-toluolsulphonate were added to 55.13 g (492.0 mmol) of 1,1,1-trifluoroacetone in toluene (1.35 l). The reaction mixture was boiled under reflux on a water separator for 16 h. The mixture was cooled to 0° C. and the solid formed was filtered off and dried under high vacuum. This gave 68.6 g (77% of theory, purity 85%) of the target compound. The reactants are C1CCOC1, Fc1cccc(OCc2ccccc2)c1, [Mg], CN(C)C=O. Product: O=Cc1ccc(F)cc1OCc1ccccc1. RXN SMILES: [CH2:22]1[O:23][CH2:24][CH2:25][CH2:26]1.[CH2:2]([c:3]1[cH:4][cH:5][cH:6][cH:7][cH:8]1)[O:9][c:10]1[cH:11][cH:12][cH:13][c:14]([F:16])[cH:15]1.[Mg:1].[O:17]=[CH:18][N:19]([CH3:20])[CH3:21]>>[CH2:2]([c:3]1[cH:4][cH:5][cH:6][cH:7][cH:8]1)[O:9][c:10]1[c:11]([CH:18]=[O:17])[cH:12][cH:13][c:14]([F:16])[cH:15]1. Reactants: CC1=NC(=C(C(=N1)C#N)C(F)(F)F)C(C(F)(F)F)(F)F (2-methyl-6-(pentafluoroethyl)-5-(trifluoromethyl)pyrimidine-4-carbonitrile), S(O)(O)(=O)=O (sulphuric acid), ice water. Run at temperature 100 celsius, time 12 hour. The product is CC1=NC(=C(C(=N1)C(=O)N)C(F)(F)F)C(C(F)(F)F)(F)F (2-Methyl-6-(pentafluoroethyl)-5-(trifluoromethyl)pyrimidine-4-carboxamide). As a reaction SMILES: [CH3:1][C:2]1[N:7]=[C:6]([C:8]#[N:9])[C:5]([C:10]([F:13])([F:12])[F:11])=[C:4]([C:14]([F:20])([F:19])[C:15]([F:18])([F:17])[F:16])[N:3]=1.S(=O)(=O)(O)[OH:22]>>[CH3:1][C:2]1[N:7]=[C:6]([C:8]([NH2:9])=[O:22])[C:5]([C:10]([F:12])([F:11])[F:13])=[C:4]([C:14]([F:20])([F:19])[C:15]([F:16])([F:17])[F:18])[N:3]=1. Procedure: 4.70 g (15.4 mmol) of 2-methyl-6-(pentafluoroethyl)-5-(trifluoromethyl)pyrimidine-4-carbonitrile are dissolved in 80 ml of concentrated sulphuric acid. The reaction mixture is stirred for 12 hours at 100° C. and then added to 300 ml of ice water. The aqueous phase is extracted four times with ethyl acetate. The combined organic phases are dried over sodium sulphate and the solvent is concentrated by evaporation under reduced pressure on a rotary evaporator. Half of the crude product was purified...